Dataset: the Open Reaction Database (ORD), a public repository of structured organic reaction records. Task: describe an organic reaction: reactants, conditions, products, and yield The reactants are C(C1=CC=CC=C1)OC(N(CCC(C)C)[C@H](CO[Si](C1=CC=CC=C1)(C1=CC=CC=C1)C(C)(C)C)CCC(CN)F)=O (benzyl[(2S)-6-amino-1-{[tert-butyl(diphenyl)silyl]oxy}-5-fluorohexan-2-yl](3-methylbutyl)carbamate), C(=O)(O)[O-].[Na+] (NaHCO3), COC(=O)N[C@@H](C(C1=CC=CC=C1)C1=CC=CC=C1)C(=O)ON1C(CCC1=O)=O (2,5-dioxopyrrolidin-1-yl N-(methoxycarbonyl)-β-phenyl-L-phenylalaninate). Run in C1CCOC1 (THF), O (water), [Cl-].[Na+].O (brine). Reaction conditions: time 8 hour. The product is C(C1=CC=CC=C1)OC(N(CCC(C)C)[C@H](CO[Si](C1=CC=CC=C1)(C1=CC=CC=C1)C(C)(C)C)CCC(CNC([C@@H](NC(=O)OC)C(C1=CC=CC=C1)C1=CC=CC=C1)=O)F)=O (benzyl[(2S)-1-{[tert-butyl(diphenyl)silyl]oxy}-5-fluoro-6-{[N-(methoxycarbonyl)-β-phenyl-L-phenylalanyl]amino}hexan-2-yl](3-methylbutyl)carbamate). Yield: 86.8%. RXN SMILES: [CH2:1]([O:8][C:9](=[O:42])[N:10]([C@@H:16]([CH2:36][CH2:37][CH:38]([F:41])[CH2:39][NH2:40])[CH2:17][O:18][Si:19]([C:32]([CH3:35])([CH3:34])[CH3:33])([C:26]1[CH:31]=[CH:30][CH:29]=[CH:28][CH:27]=1)[C:20]1[CH:25]=[CH:24][CH:23]=[CH:22][CH:21]=1)[CH2:11][CH2:12][CH:13]([CH3:15])[CH3:14])[C:2]1[CH:7]=[CH:6][CH:5]=[CH:4][CH:3]=1.C([O-])(O)=O.[Na+].[CH3:48][O:49][C:50]([NH:52][C@H:53]([C:67](ON1C(=O)CCC1=O)=[O:68])[CH:54]([C:61]1[CH:66]=[CH:65][CH:64]=[CH:63][CH:62]=1)[C:55]1[CH:60]=[CH:59][CH:58]=[CH:57][CH:56]=1)=[O:51]>C1COCC1.O.[Cl-].[Na+].O>[CH2:1]([O:8][C:9](=[O:42])[N:10]([C@@H:16]([CH2:36][CH2:37][CH:38]([F:41])[CH2:39][NH:40][C:67](=[O:68])[C@H:53]([CH:54]([C:55]1[CH:56]=[CH:57][CH:58]=[CH:59][CH:60]=1)[C:61]1[CH:62]=[CH:63][CH:64]=[CH:65][CH:66]=1)[NH:52][C:50]([O:49][CH3:48])=[O:51])[CH2:17][O:18][Si:19]([C:32]([CH3:35])([CH3:33])[CH3:34])([C:26]1[CH:27]=[CH:28][CH:29]=[CH:30][CH:31]=1)[C:20]1[CH:25]=[CH:24][CH:23]=[CH:22][CH:21]=1)[CH2:11][CH2:12][CH:13]([CH3:15])[CH3:14])[C:2]1[CH:7]=[CH:6][CH:5]=[CH:4][CH:3]=1 |f:1.2,6.7.8|. Procedure details: To a stirred solution of the material from Step 10 (86 mg, 0.145 mmol) in THF (1 mL) and water (333 μL) at 0° C. was added NaHCO3 (49 mg, 0.58 mmol) and followed by portionwise addition of 2,5-dioxopyrrolidin-1-yl N-(methoxycarbonyl)-β-phenyl-L-phenylalaninate (63 mg, 0.16 mmol). The reaction mixture was stirred at room temperature overnight, poured into brine, and extracted with EtOAc (2×). The combined organics were dried over MgSO4, filtered and concentrated in vacuo. The residue was purified...